Dataset: the Open Reaction Database (ORD), a public repository of structured organic reaction records. Task: describe an organic reaction: reactants, conditions, products, and yield The reactants are C(C=C)N (allylamine), C(=O)(O)CN1C(SC(C1=O)=COCC)=S (3-carboxymethyl-5-ethoxymethylidenerhodanine). Run in C(C)O (ethanol). Product: C(=O)(O)CN1C(SC(C1=O)=CNCC=C)=S (3-carboxymethyl-5-allylaminomethylidenerhodanine), crystal. Isolated yield 52.6%. As a reaction SMILES: [CH2:1]([NH2:4])[CH:2]=[CH2:3].[C:5]([CH2:8][N:9]1[C:13](=[O:14])[C:12](=[CH:15]OCC)[S:11][C:10]1=[S:19])([OH:7])=[O:6]>C(O)C>[C:5]([CH2:8][N:9]1[C:13](=[O:14])[C:12](=[CH:15][NH:4][CH2:1][CH:2]=[CH2:3])[S:11][C:10]1=[S:19])([OH:7])=[O:6]. Procedure details: 0.3 Gram (0.005 mole) of allylamine was added to a mixture of 1.2 g (0.005 mole) of 3-carboxymethyl-5-ethoxymethylidenerhodanine and 10 ml of ethanol, and the resulting mixture was subjected to reaction at a temperature of 50° to 60° C. for 1 hour. The reaction mixture was cooled and the formed precipitate was separated by filtration and recrystalized from a mixture of methanol and ether (7/3 by volume) to give 0.68 g of 3-carboxymethyl-5-allylaminomethylidenerhodanine in the form of yellow crys... Starting materials: CCc1ccc(-c2ccc(C(=O)NC(C(=O)OC)C(C)N=[N+]=[N-])cc2)cc1, CO. Product: CCc1ccc(-c2ccc(C(=O)NC(C(=O)OC)C(C)N)cc2)cc1. As a reaction SMILES: [CH3:1][O:2][C:3]([CH:4]([CH:5]([CH3:6])[N:7]=[N+:8]=[N-:9])[NH:10][C:11](=[O:12])[c:13]1[cH:14][cH:15][c:16](-[c:19]2[cH:20][cH:21][c:22]([CH2:25][CH3:26])[cH:23][cH:24]2)[cH:17][cH:18]1)=[O:27].[CH3:28][OH:29]>>[CH3:1][O:2][C:3]([CH:4]([CH:5]([CH3:6])[NH2:7])[NH:10][C:11](=[O:12])[c:13]1[cH:14][cH:15][c:16](-[c:19]2[cH:20][cH:21][c:22]([CH2:25][CH3:26])[cH:23][cH:24]2)[cH:17][cH:18]1)=[O:27]. Starting materials: [BH4-].[Na+] (Sodium borohydride), C(C)(C)(C)OC(=O)N1CC(C1)C(C(C)C)=O (3-(isobutyryl)azetidine-1-carboxylic acid tert-butyl ester), C(O)([O-])=O (hydrogen carbonate). Run in C(C)O (ethanol). Reaction conditions: time 2 hour. Product: C(C)(C)(C)OC(=O)N1CC(C1)C(C(C)C)O (3-(1-Hydroxy-2-methylpropyl)azetidine-1-carboxylic acid tert-butyl ester). The yield is 87.6%. Reaction SMILES: [BH4-].[Na+].[C:3]([O:7][C:8]([N:10]1[CH2:13][CH:12]([C:14](=[O:18])[CH:15]([CH3:17])[CH3:16])[CH2:11]1)=[O:9])([CH3:6])([CH3:5])[CH3:4].C(=O)([O-])O>C(O)C>[C:3]([O:7][C:8]([N:10]1[CH2:11][CH:12]([CH:14]([OH:18])[CH:15]([CH3:16])[CH3:17])[CH2:13]1)=[O:9])([CH3:6])([CH3:5])[CH3:4] |f:0.1|. Reported procedure: Sodium borohydride (237 mg, 6.26 mmol) was added to a solution of 3-(isobutyryl)azetidine-1-carboxylic acid tert-butyl ester (0.95 g, 4.18 mmol) in ethanol (7.5 mL). The resulting reaction mixture was stirred at RT for 2 h. Saturated hydrogen carbonate (25 mL) was added and the resulting mixture was stirred for further 15 min. The aqueous phase was extracted with dichloromethane (3×25 mL). The organic layer was dried over sodium sulfate and the solvents reduced in vacuo to give the crude product... The reactants are C1(OCCO1)=O (ethylene carbonate), C1COCCOCCOCCOCCO1 (15-Crown-5), CC(CCCCCCCC)=O (2-decanone), [Cl-].[Cs+] (CsCl). Run at time 8 hour. The product is C1COCCOCCOCCOCCOCCO1 (18-Crown-6). RXN SMILES: [C:1]1(=O)[O:5][CH2:4][CH2:3][O:2]1.CC(=O)CCCCCCCC.[Cl-].[Cs+].[CH2:20]1[O:34][CH2:33][CH2:32][O:31][CH2:30][CH2:29][O:28][CH2:27]CO[CH2:24][CH2:23][O:22][CH2:21]1>>[CH2:3]1[O:2][CH2:24][CH2:23][O:22][CH2:21][CH2:20][O:34][CH2:33][CH2:32][O:31][CH2:30][CH2:29][O:28][CH2:27][CH2:1][O:5][CH2:4]1 |f:2.3|. Procedure details: According to this invention, 22 grams of ethylene carbonate, 11 grams of 2-decanone and 0.565 grams of CsCl were placed in a 100 ml round-bottomed flask which was fitted with a thermometer, distillation head and a cold trap. The flask was heated in an oil bath (with magnetic stirring) at about 150° C. to about 175° C. for about 8 hours. Analysis of the reaction mixture by gas chromatography showed that 15-Crown-5 and 18-Crown-6 were formed. Reactants: C(C)(=O)N1C(CC2=CC(=C(C=C12)OC)OC)=O (1-acetyl-5,6-dimethoxy-2-indolinone), C(CC)(OCC)(OCC)OCC (triethyl orthopropionate), C(C)(=O)OC(C)=O (acetic anhydride). Product: C(C)(=O)N1C(C(C2=CC(=C(C=C12)OC)OC)=C(CC)OCC)=O (1-acetyl-3-(1-ethoxy-1-ethyl-methylidene)-5,6-dimethoxy-2-indolinone). Reaction SMILES: [C:1]([N:4]1[C:12]2[C:7](=[CH:8][C:9]([O:15][CH3:16])=[C:10]([O:13][CH3:14])[CH:11]=2)[CH2:6][C:5]1=[O:17])(=[O:3])[CH3:2].[C:18](OCC)(OCC)([O:21][CH2:22][CH3:23])[CH2:19][CH3:20].C(OC(=O)C)(=O)C>>[C:1]([N:4]1[C:12]2[C:7](=[CH:8][C:9]([O:15][CH3:16])=[C:10]([O:13][CH3:14])[CH:11]=2)[C:6](=[C:18]([O:21][CH2:22][CH3:23])[CH2:19][CH3:20])[C:5]1=[O:17])(=[O:3])[CH3:2]. Procedure details: Prepared from 1-acetyl-5,6-dimethoxy-2-indolinone, triethyl orthopropionate and acetic anhydride Reactants: C(C)(C)(C)OC(=O)N1CCC(CC1)CC(=O)OCC (ethyl 2-(1-tert-butoxycarbonyl-piperidin-4-yl)acetate), ClCCCCC=O (5-chloropentanal), C(C)(C)NC(C)C (diisopropylamine), C(CCC)[Li] (n-butyllithium). Run in C1CCOC1 (THF), C1CCOC1 (THF), C1CCOC1 (THF), hexanes. Run at temperature 0 celsius, time 10 minute. Yields the product C(C)(C)(C)OC(=O)N1CCC(CC1)C(C(=O)OCC)C(CCCCCl)O (2-(1-tert-Butoxycarbonyl-piperidin-4-yl)-7-chloro-3-hydroxy-heptanoic acid, ethyl ester). As a reaction SMILES: C(NC(C)C)(C)C.C([Li])CCC.[C:13]([O:17][C:18]([N:20]1[CH2:25][CH2:24][CH:23]([CH2:26][C:27]([O:29][CH2:30][CH3:31])=[O:28])[CH2:22][CH2:21]1)=[O:19])([CH3:16])([CH3:15])[CH3:14].[Cl:32][CH2:33][CH2:34][CH2:35][CH2:36][CH:37]=[O:38]>C1COCC1>[C:13]([O:17][C:18]([N:20]1[CH2:25][CH2:24][CH:23]([CH:26]([CH:37]([OH:38])[CH2:36][CH2:35][CH2:34][CH2:33][Cl:32])[C:27]([O:29][CH2:30][CH3:31])=[O:28])[CH2:22][CH2:21]1)=[O:19])([CH3:16])([CH3:15])[CH3:14]. Reported procedure: A solution of 0.32 mL (2.2 mmol) of diisopropylamine in 10 mL of THF at 0° C. was treated with 0.92 mL (2.3 mmol) of 2.5 M n-butyllithium in sol'n in hexanes. The resulting solution was stirred at 0° C. for 10 min, then cooled to −78° C. A solution of 0.51 g (1.8 mmol) of (1-tert-butoxycarbonylpiperidin-4-yl)acetic acid, ethyl ester (from Piperidine 35, Step A) in 2 mL of THF was added. After stirring for 30 minutes, a solution of 0.26 g (2.1 mmol) 5-chloropentanal in 2 mL of THF was added (J. O...